From a dataset of the Open Reaction Database (ORD), a public repository of structured organic reaction records. describe an organic reaction: reactants, conditions, products, and yield The reactants are O (water), [OH-].[Na+] (sodium hydroxide), OO (hydrogen peroxide), ClC=1C=C(C#N)C=CC1O[C@@H](C)C1=NN=C(N1C)C1=C(C=CC=C1)C(F)(F)F (3-chloro-4-[(1S)-1-{4-methyl-5-[2-(trifluoromethyl)phenyl]-4H-1,2,4-triazol-3-yl}ethoxy}benzonitrile). Run in C(Cl)(Cl)Cl (chloroform), C(C)O (ethanol). Conditions: time 3 hour. The product is ClC=1C=C(C(=O)N)C=CC1O[C@@H](C)C1=NN=C(N1C)C1=C(C=CC=C1)C(F)(F)F (3-chloro-4-[(1S)-1-{4-methyl-5-[2-(trifluoromethyl)phenyl]-4H-1,2,4-triazol-3-yl}ethoxy}benzamide). Reaction SMILES: [OH-:1].[Na+].OO.[Cl:5][C:6]1[CH:7]=[C:8]([CH:11]=[CH:12][C:13]=1[O:14][C@H:15]([C:17]1[N:21]([CH3:22])[C:20]([C:23]2[CH:28]=[CH:27][CH:26]=[CH:25][C:24]=2[C:29]([F:32])([F:31])[F:30])=[N:19][N:18]=1)[CH3:16])[C:9]#[N:10].O>C(O)C.C(Cl)(Cl)Cl>[Cl:5][C:6]1[CH:7]=[C:8]([CH:11]=[CH:12][C:13]=1[O:14][C@H:15]([C:17]1[N:21]([CH3:22])[C:20]([C:23]2[CH:28]=[CH:27][CH:26]=[CH:25][C:24]=2[C:29]([F:30])([F:32])[F:31])=[N:19][N:18]=1)[CH3:16])[C:9]([NH2:10])=[O:1] |f:0.1|. Procedure: A 1M aqueous sodium hydroxide solution (0.74 ml) and a 30% aqueous hydrogen peroxide solution (0.56 ml) were added to a solution of 3-chloro-4-[(1S)-1-{4-methyl-5-[2-(trifluoromethyl)phenyl]-4H-1,2,4-triazol-3-yl}ethoxy}benzonitrile (200 mg) in ethanol (6 ml) at 0° C., followed by stirring at room temperature for 3 hours. The reaction solution was added to a mixture of water and chloroform, followed by separation operation, and the organic layer was washed with saturated brine, dried over anhydr... Starting materials: N1CCCCC1 (piperidine), NN (hydrazine), peptides, N[C@@H](CCCCN)C(=O)O (Lys), N1CCCCC1 (piperidine), N1CCCCC1 (piperidine), NN (hydrazine), N1CCCCC1 (piperidine), N([C@@H](CC1=CC=CC=C1)C(=O)N[C@@H](CCCCNC(CC(C)C)=C1C(=O)CC(C)(C)CC1=O)C(=O)O)C(=O)C (Ac-Phe-Lys(ivDde)-OH), NN (hydrazine), N1CCCCC1 (piperidine), N([C@@H](CC1=CC=CC=C1)C(=O)N[C@@H](CCCCN)C(=O)O)C(=O)C (Ac-Phe-Lys-OH), N1CCCCC1 (piperidine), NN (hydrazine), N[C@@H](CC1=CC=CC=C1)C(=O)O (Phe), N([C@@H](CC1=CC=CC=C1)C(=O)N[C@@H](CCCCN)C(=O)O)C(=O)C (Ac-Phe-Lys-OH), dipeptides, N[C@@H](CCCCN)C(=O)O (Lys), N([C@@H](CC1=CC=CC=C1)C(=O)N[C@@H](CCCCNC(CC(C)C)=C1C(=O)CC(C)(C)CC1=O)C(=O)O)C(=O)C (Ac-Phe-Lys(ivDde)-OH), ArH, N([C@@H](CC1=CC=CC=C1)C(=O)N[C@@H](CCCCN)C(=O)O)C(=O)C (Ac-Phe-Lys-OH), C(=O)(C(F)(F)F)O (TFA). Solvent: CS(=O)C (DMSO), C(Cl)Cl (DCM). Product: N (NH3), ArH, N[C@@H](CC1=CC=CC=C1)C(=O)O (Phe). As a reaction SMILES: [NH:1](C(C)=O)[C@H](C(N[C@H](C(O)=O)CCCCN)=O)CC1C=CC=CC=1.N(C(C)=O)[C@H](C(N[C@H](C(O)=O)CCCCNC(=C1C(=O)CC(C)(C)CC1=O)CC(C)C)=O)CC1C=CC=CC=1.C(O)(C(F)(F)F)=O.N1CCCCC1.NN.[NH2:79][C@H:80]([C:88]([OH:90])=[O:89])[CH2:81][C:82]1[CH:87]=[CH:86][CH:85]=[CH:84][CH:83]=1.N[C@H](C(O)=O)CCCCN>C(Cl)Cl.CS(C)=O>[NH3:1].[NH2:79][C@H:80]([C:88]([OH:90])=[O:89])[CH2:81][C:82]1[CH:87]=[CH:86][CH:85]=[CH:84][CH:83]=1. Reported procedure: Ac-Phe-Lys-OH and Ac-Phe-Lys(ivDde)-OH. Cleavage of the synthesized peptides from resin was accomplished using 1% TFA in DCM (twice resin bed volume) for 2 min. For each sample, aliquots were dried on a speed-vac and directly used for HPLC or MALDI-TOF analysis. HPLC Column was reverse phase (Waters RP-18, 8C1810μ). Elute solvents were water and acetonitrile containing 0.1% or 0.08% TFA, respectively. The gradient used was 15 to 95% of water in acetonitrile in 16 min with a flow rate of 3 mL/min...